From a dataset of the Open Reaction Database (ORD), a public repository of structured organic reaction records. describe an organic reaction: reactants, conditions, products, and yield The reactants are C(C)NC=1C(=CC(=CC1)S(=O)(=O)C(F)(F)F)N (N1-Ethyl-4-trifluoromethanesulfonyl-benzene-1,2-diamine), C(=O)C1=CC=C(C(=O)OC)C=C1 (methyl 4-formylbenzoate). Run in C(CCCC)O (pentanol). The product is COC(C1=CC=C(C=C1)C1=NC2=C(N1CC)C=CC(=C2)S(=O)(=O)C(F)(F)F)=O (4-(1-Ethyl-5-trifluoromethanesulfonyl-1H-benzoimidazol-2-yl)-benzoic acid methyl ester). Reaction SMILES: [CH2:1]([NH:3][C:4]1[C:5]([NH2:17])=[CH:6][C:7]([S:10]([C:13]([F:16])([F:15])[F:14])(=[O:12])=[O:11])=[CH:8][CH:9]=1)[CH3:2].[CH:18]([C:20]1[CH:29]=[CH:28][C:23]([C:24]([O:26][CH3:27])=[O:25])=[CH:22][CH:21]=1)=O>C(O)CCCC>[CH3:27][O:26][C:24](=[O:25])[C:23]1[CH:28]=[CH:29][C:20]([C:18]2[N:3]([CH2:1][CH3:2])[C:4]3[CH:9]=[CH:8][C:7]([S:10]([C:13]([F:16])([F:14])[F:15])(=[O:11])=[O:12])=[CH:6][C:5]=3[N:17]=2)=[CH:21][CH:22]=1. Procedure: N1-Ethyl-4-trifluoromethanesulfonyl-benzene-1,2-diamine (134 mg, 0.50 mmol) and methyl 4-formylbenzoate (82 mg, 1.1 equiv) were dissolved in 0.8 mL dry pentanol and heated to reflux for 18 h. The reaction mixture was then evaporated to one-third volume by blowing with a stream of nitrogen while heating. Upon cooling, the solids were collected and washed with ether to yield 155 mg upon drying. The solids may be recrystallized from EtOAc/ether to yield pure ester 35: 1HNMR (400 MHz, d6-DMSO) δ 8.4...